The task is: describe an organic reaction: reactants, conditions, products, and yield. This data is from the Open Reaction Database (ORD), a public repository of structured organic reaction records. Reaction SMILES: [CH2:24]1[CH2:25][CH2:26][NH:27][CH2:28][CH2:29]1.[CH3:30][CH2:31][OH:32].[F:1][c:2]1[cH:3][c:4]2[c:8]([cH:9][cH:10]1)[NH:7][C:6](=[O:11])[CH2:5]2.[O:12]=[C:13]1[NH:14][CH2:15][CH2:16][c:17]2[c:18]1[cH:19][nH:20][c:21]2[CH:22]=[O:23]>>[F:1][c:2]1[cH:3][c:4]2[c:8]([cH:9][cH:10]1)[NH:7][C:6](=[O:11])[C:5]2=[CH:22][c:21]1[c:17]2[c:18]([cH:19][nH:20]1)[C:13](=[O:12])[NH:14][CH2:15][CH2:16]2. Starting materials: C1CCNCC1, CCO, O=C1Cc2cc(F)ccc2N1, O=Cc1[nH]cc2c1CCNC2=O. The product is O=C1Nc2ccc(F)cc2C1=Cc1[nH]cc2c1CCNC2=O. The reactants are CC1(O[C@H](C(O1)=O)[C@@H](CC(C)C)C(=O)N1[C@@H](CN(CC1)C1=NC=CC=C1)C)C ((5S)-2,2-dimethyl-5-((1R)-3-methyl-1-{[(2R)-2-methyl-4-(2-pyridinyl)piperazinyl]carbonyl}butyl)-1,3-dioxolan-4-one), NO (hydroxylamine), ( 75/25 ). The solvent is O (water), CC(C)O (iPrOH). Run at time 40 minute. The product is ONC([C@H]([C@H](CC(C)C)C(=O)N1[C@@H](CN(CC1)C1=NC=CC=C1)C)O)=O ((2S,3S)-N,2-dihydroxy-5-methyl-3-{[(2R)-2-methyl-4-(2-pyridinyl)piperazinyl]carbonyl}hexanamide). Yield: 47.5%. As a reaction SMILES: CC1(C)[O:6][C:5](=O)[C@H:4]([C@H:8]([C:13]([N:15]2[CH2:20][CH2:19][N:18]([C:21]3[CH:26]=[CH:25][CH:24]=[CH:23][N:22]=3)[CH2:17][C@H:16]2[CH3:27])=[O:14])[CH2:9][CH:10]([CH3:12])[CH3:11])[O:3]1.[NH2:29][OH:30]>CC(O)C.O>[OH:30][NH:29][C:5](=[O:6])[C@@H:4]([OH:3])[C@@H:8]([C:13]([N:15]1[CH2:20][CH2:19][N:18]([C:21]2[CH:26]=[CH:25][CH:24]=[CH:23][N:22]=2)[CH2:17][C@H:16]1[CH3:27])=[O:14])[CH2:9][CH:10]([CH3:12])[CH3:11]. Procedure details: To a solution of (5S)-2,2-dimethyl-5-((1R)-3-methyl-1-{[(2R)-2-methyl-4-(2-pyridinyl)piperazinyl]carbonyl}butyl)-1,3-dioxolan-4-one (517 mg; 1.33 mmol; 1.0 eq) in iPrOH (2.0 mL) was added an aqueous solution of hydroxylamine (391.5 μl; 6.64 mmol; 5.0 eq.) and the resulting reaction mixture was stirred at RT for 40 min. HPLC analyses showed the presence of 2 diastereoisomers (75/25). This reaction mixture was dissolved in water (6 mL) and directly purified by reverse-phase chromatography (major d... Starting materials: O=[N+]([O-])c1cc(Br)cc2ccoc12, C1COCCO1, [Cl-], [Fe], [NH4+]. The product is Nc1cc(Br)cc2ccoc12. Reaction SMILES: [Br:1][c:2]1[cH:3][c:4]([N+:11]([O-:12])=[O:13])[c:5]2[c:6]([cH:7][cH:8][o:9]2)[cH:10]1.[CH2:17]1[O:18][CH2:19][CH2:20][O:21][CH2:22]1.[Cl-:14].[Fe:16].[NH4+:15]>>[Br:1][c:2]1[cH:3][c:4]([NH2:11])[c:5]2[c:6]([cH:7][cH:8][o:9]2)[cH:10]1. The reactants are Clc1nncc2cc(Br)ccc12, O=C([O-])[O-], CN1CCNCC1, CC#N, [K+], [K+]. Yields the product CN1CCN(c2nncc3cc(Br)ccc23)CC1. RXN SMILES: [Br:1][c:2]1[cH:3][c:4]2[cH:5][n:6][n:7][c:8]([Cl:12])[c:9]2[cH:10][cH:11]1.[C:20](=[O:21])([O-:22])[O-:23].[CH3:13][N:14]1[CH2:15][CH2:16][NH:17][CH2:18][CH2:19]1.[CH3:26][C:27]#[N:28].[K+:24].[K+:25]>>[Br:1][c:2]1[cH:3][c:4]2[cH:5][n:6][n:7][c:8]([N:17]3[CH2:16][CH2:15][N:14]([CH3:13])[CH2:19][CH2:18]3)[c:9]2[cH:10][cH:11]1. Starting materials: FC1=CC=C(C2=CC=CC=C12)C=O (4-fluoro-1-naphthaldehyde), CC=1N=C(SC1)CC(=O)C (1-(4-Methyl-1,3-thiazol-2-yl)acetone), N\C(=C/C#N)\C (3-aminocrotononitrile). The solvent is C(C)(C)O (isopropanol). Reaction conditions: time 8 hour. Yields the product FC1=CC=C(C2=CC=CC=C12)C1C(=C(NC(=C1C=1SC=C(N1)C)C)C)C#N (4-(4-Fluoro-1-naphthyl)-2,6-dimethyl-5-(4-methyl-1,3-thiazol-2-yl)-1,4-dihydropyridine-3-carbonitrile). Reaction SMILES: [F:1][C:2]1[C:11]2[C:6](=[CH:7][CH:8]=[CH:9][CH:10]=2)[C:5]([CH:12]=O)=[CH:4][CH:3]=1.[CH3:14][C:15]1[N:16]=[C:17]([CH2:20][C:21]([CH3:23])=O)[S:18][CH:19]=1.[NH2:24]/[C:25](/[CH3:29])=[CH:26]\[C:27]#[N:28]>C(O)(C)C>[F:1][C:2]1[C:11]2[C:6](=[CH:7][CH:8]=[CH:9][CH:10]=2)[C:5]([CH:12]2[C:20]([C:17]3[S:18][CH:19]=[C:15]([CH3:14])[N:16]=3)=[C:21]([CH3:23])[NH:24][C:25]([CH3:29])=[C:26]2[C:27]#[N:28])=[CH:4][CH:3]=1. Procedure details: 150 mg (0.861 mmol) of 4-fluoro-1-naphthaldehyde, 134 mg (0.861 mmol) of the compound from example 4A and 70 mg (0.861 mmol) of 3-aminocrotononitrile are dissolved in 4 ml of isopropanol and stirred at the reflux temperature overnight. After cooling to room temperature, the volatile components are removed in a rotary evaporator, and the crude product is purified by preparative HPLC (eluent: acetonitrile/water with 0.1% formic acid, gradient 20:80→95:5). 14 mg (4% of theory) of the title compound... Starting materials: [BH4-].[Li+] (Lithium borohydride), O(C1=CC=CC=C1)C1=CC=C(COCC2=CC=C(C=C2)C2=CC(NS2(=O)=O)=O)C=C1 (5-(4-[(4-phenoxybenzyl)oxy]methylphenyl)isothiazol-3(2H)-one 1,1-dioxide). Run in O1CCCC1 (tetrahydrofuran), O1CCCC1 (tetrahydrofuran). Reaction conditions: time 25 minute. The product is O(C1=CC=CC=C1)C1=CC=C(COCC2=CC=C(C=C2)C2CC(NS2(=O)=O)=O)C=C1 (5-(4-[(4-phenoxybenzyl)oxy]methylphenyl)isothiazolidin-3-one 1,1-dioxide). Isolated yield 105.0%. RXN SMILES: [BH4-].[Li+].[O:3]([C:10]1[CH:32]=[CH:31][C:13]([CH2:14][O:15][CH2:16][C:17]2[CH:22]=[CH:21][C:20]([C:23]3[S:27](=[O:29])(=[O:28])[NH:26][C:25](=[O:30])[CH:24]=3)=[CH:19][CH:18]=2)=[CH:12][CH:11]=1)[C:4]1[CH:9]=[CH:8][CH:7]=[CH:6][CH:5]=1>O1CCCC1>[O:3]([C:10]1[CH:32]=[CH:31][C:13]([CH2:14][O:15][CH2:16][C:17]2[CH:22]=[CH:21][C:20]([CH:23]3[S:27](=[O:29])(=[O:28])[NH:26][C:25](=[O:30])[CH2:24]3)=[CH:19][CH:18]=2)=[CH:12][CH:11]=1)[C:4]1[CH:5]=[CH:6][CH:7]=[CH:8][CH:9]=1 |f:0.1|. Reported procedure: 2 M Lithium borohydride in tetrahydrofuran (0.036 mL, 0.072 mmol) was added to 5-(4-[(4-phenoxybenzyl)oxy]methylphenyl)isothiazol-3(2H)-one 1,1-dioxide (40 mg, 0.009 mmol) in tetrahydrofuran (0.5 mL). After stirring for 25 minutes, the reaction was quenched with saturated aqueous ammonium chloride. The product was purified on a 50 mm Luna C18 column using a 20–100% acetonitrile in water gradient with 0.05% trifluoroacetic acid at 30 mL per minute over a 30 minute period. The major product was ly...